Dataset: the Open Reaction Database (ORD), a public repository of structured organic reaction records. Task: describe an organic reaction: reactants, conditions, products, and yield The reactants are ClC(Cl)(Cl)Cl, CCC1(C)OC(c2ccc(S(C)=O)cc2)=CC1=O, ClC(Cl)Cl, O=C(OI(OC(=O)C(F)(F)F)c1ccccc1)C(F)(F)F, I, [Na+], [Na+], O=S([O-])([O-])=S. The product is CCC1(C)OC(c2ccc(S(C)=O)cc2)=C(I)C1=O. RXN SMILES: [C:48]([Cl:49])([Cl:50])([Cl:51])[Cl:52].[CH2:1]([CH3:2])[C:3]1([CH3:18])[O:4][C:5]([c:9]2[cH:10][cH:11][c:12]([S:15](=[O:16])[CH3:17])[cH:13][cH:14]2)=[CH:6][C:7]1=[O:8].[CH:53]([Cl:54])([Cl:55])[Cl:56].[F:19][C:20]([F:21])([F:22])[C:23]([O:25][I:24]([c:26]1[cH:27][cH:28][cH:29][cH:30][cH:31]1)[O:32][C:33](=[O:34])[C:35]([F:36])([F:37])[F:38])=[O:39].[I:40].[Na+:46].[Na+:47].[S:41]([O-:42])([O-:43])(=[O:44])=[S:45]>>[CH2:1]([CH3:2])[C:3]1([CH3:18])[O:4][C:5]([c:9]2[cH:10][cH:11][c:12]([S:15](=[O:16])[CH3:17])[cH:13][cH:14]2)=[C:6]([I:24])[C:7]1=[O:8]. Starting materials: buffer solution, P(=O)([O-])([O-])[O-].[Na+].[Na+].[Na+] (sodium phosphate), P(=O)([O-])([O-])[O-].[K+].[K+].[K+] (potassium phosphate), C(=O)C1=CS[C@H]2N(C1C(=O)OC(C1=CC=CC=C1)C1=CC=CC=C1)C([C@H]2NC(CC=2SC=CC2)=O)=O (benzhydryl 3-formyl-7β-(thiophen-2-yl-acetamido)-ceph-2-em-4-carboxylate), solution, C(=C)[Mg]Cl (vinyl magnesium chloride), Cl (hydrochloric acid). Run in O1CCCC1 (tetrahydrofuran), C(C)(=O)OCC (ethyl acetate), O (water). Reaction conditions: time 15 minute. The product is OC(C=C)C1=CS[C@H]2N(C1C(=O)OC(C1=CC=CC=C1)C1=CC=CC=C1)C([C@H]2NC(CC=2SC=CC2)=O)=O (benzhydryl 3-(1-hydroxyprop-2-enyl)-7β-(thiophen-2-yl-acetamido)-ceph-2-em-4-carboxylate). As a reaction SMILES: [CH:1]([C:3]1[CH:8]([C:9]([O:11][CH:12]([C:19]2[CH:24]=[CH:23][CH:22]=[CH:21][CH:20]=2)[C:13]2[CH:18]=[CH:17][CH:16]=[CH:15][CH:14]=2)=[O:10])[N:7]2[C:25](=[O:36])[C@@H:26]([NH:27][C:28](=[O:35])[CH2:29][C:30]3[S:31][CH:32]=[CH:33][CH:34]=3)[C@H:6]2[S:5][CH:4]=1)=[O:2].[CH:37]([Mg]Cl)=[CH2:38].P([O-])([O-])([O-])=O.[Na+].[Na+].[Na+].P([O-])([O-])([O-])=O.[K+].[K+].[K+].Cl>C(OCC)(=O)C.O.O1CCCC1>[OH:2][CH:1]([C:3]1[CH:8]([C:9]([O:11][CH:12]([C:19]2[CH:24]=[CH:23][CH:22]=[CH:21][CH:20]=2)[C:13]2[CH:14]=[CH:15][CH:16]=[CH:17][CH:18]=2)=[O:10])[N:7]2[C:25](=[O:36])[C@@H:26]([NH:27][C:28](=[O:35])[CH2:29][C:30]3[S:31][CH:32]=[CH:33][CH:34]=3)[C@H:6]2[S:5][CH:4]=1)[CH:37]=[CH2:38] |f:2.3.4.5,6.7.8.9|. Procedure details: This example illustrates step 1 of the process of the invention. In this example 2.5 g. of benzhydryl 3-formyl-7β-(thiophen-2-yl-acetamido)-ceph-2-em-4-carboxylate in 50 ml. of anhydrous tetrahydrofuran is stirred under nitrogen at -70° C and 10 ml. of a 2.5 molar solution of vinyl magnesium chloride is added dropwise over five minutes. After 15 minutes, 50 ml. of pH 7 buffer solution of dibasic sodium phosphate and monobasic potassium phosphate is added to the well stirred mixture, which is the... Reactants: ClC=1CC2C(C(=O)OC2=O)CC1 (4-chloro-1,2,3,6-tetrahydrophthalic anhydride), ClCl (chlorine). Conditions: temperature 200 celsius, time 8 hour. Product: ClC=1C=C2C(C(=O)OC2=O)=CC1 (4-chlorophthalic anhydride). Isolated yield 12.0%. As a reaction SMILES: [Cl:1][C:2]1[CH2:3][CH:4]2[C:9](=[O:10])[O:8][C:6](=[O:7])[CH:5]2[CH2:11][CH:12]=1.ClCl>>[Cl:1][C:2]1[CH:3]=[C:4]2[C:9](=[O:10])[O:8][C:6](=[O:7])[C:5]2=[CH:11][CH:12]=1. Procedure: To a three necked 50 ml round bottom flask, fitted with a stirrer, gas inlet tube and connected to a trap system, for recovery of products, was placed 20.38 g of 4-chloro-1,2,3,6-tetrahydrophthalic anhydride. The reactor was heated to 200° C. and illuminated with a 15 watt black, blue bulb (GE F15T8-BLB) with a transmission range of 300-400 nm and a maximum at 375 nm. An excess flow of chlorine was begun and the reaction continued for 8 hours. The reactor was purged with nitrogen and sampled. A ... Reactants: OCC(=O)[C@@H](O)[C@H](O)[C@@H](O)CO (L-sorbose), FC(S(=O)(=O)O)(F)F (trifluoromethanesulfonic acid), C(=O)(O)[O-].[Na+] (NaHCO3). The solvent is CC(=O)C (acetone). Run at temperature -10 celsius. The product is CC1(OCC2C(O1)C3C(O2)(OC(O3)(C)C)CO)C (2,3:4,6-di-O-isopropylidene-α-L-sorbofuranose). Yield: 171.0%. As a reaction SMILES: [OH:1][CH2:2][C:3]([C@H:5]([C@@H:7]([C@H:9]([CH2:11][OH:12])[OH:10])[OH:8])[OH:6])=[O:4].FC(F)(F)S(O)(=O)=O.C([O-])(O)=O.[Na+]>CC(C)=O>[CH3:2][C:3]1([CH3:5])[O:6][CH:5]2[CH:7]3[O:8][C:9]([CH3:11])([CH3:7])[O:10][C:9]3([CH2:11][OH:12])[O:4][CH:3]2[CH2:2][O:1]1 |f:2.3|. Procedure: A mixture of 20 g (111 millimoles) of L-sorbose, 200 μl (2.3 millimoles) of trifluoromethanesulfonic acid (TFMSA) and 400 ml of acetone (H2O content 0.1%) was refluxed for 4.5 hours. 40 g of a molecular sieve (3 Å) were present in a Soxhlet extractor between the reaction flask and the reflux condenser. When the reaction was complete, the reaction mixture was cooled to -10° C. and 10 ml of aqueous NaHCO3 solution were added. Thereafter, the acetone was distilled off under reduced pressure, the re...